Dataset: the Open Reaction Database (ORD), a public repository of structured organic reaction records. Task: describe an organic reaction: reactants, conditions, products, and yield Procedure details: To a solution of (R)-2-Amino-3-(2-fluoro-phenyl)-propionic acid methyl ester (4 g, 17 mmol) and benzyl bromide (4.5 mL, 38 mmol) in 200 mL of acetonitrile is added potassium carbonate. After 5 hours the reaction is heated at 50° C. for 16 hours. The reaction mixture is then cooled to room temperature and is poured into 500 mL of saturated ammonium chloride. The product is extracted into dichloromethane and the combined organic phases are dried over sodium sulfate, filtered and concentrated. Puri... Reaction conditions: temperature 50 celsius. The solvent is C(C)#N (acetonitrile). Reactants: [Cl-].[NH4+] (ammonium chloride), COC([C@@H](CC1=C(C=CC=C1)F)N)=O ((R)-2-Amino-3-(2-fluoro-phenyl)-propionic acid methyl ester), C(C1=CC=CC=C1)Br (benzyl bromide), C([O-])([O-])=O.[K+].[K+] (potassium carbonate). The product is COC([C@@H](CC1=C(C=CC=C1)F)N(CC1=CC=CC=C1)CC1=CC=CC=C1)=O ((R)-2-Dibenzylamino-3-(2-fluoro-phenyl)-propionic acid methyl ester). Reaction SMILES: [CH3:1][O:2][C:3](=[O:14])[C@H:4]([NH2:13])[CH2:5][C:6]1[CH:11]=[CH:10][CH:9]=[CH:8][C:7]=1[F:12].[CH2:15](Br)[C:16]1[CH:21]=[CH:20][CH:19]=[CH:18][CH:17]=1.C(=O)([O-])[O-].[K+].[K+].[Cl-].[NH4+]>C(#N)C>[CH3:1][O:2][C:3](=[O:14])[C@H:4]([N:13]([CH2:5][C:6]1[CH:11]=[CH:10][CH:9]=[CH:8][CH:7]=1)[CH2:15][C:16]1[CH:21]=[CH:20][CH:19]=[CH:18][CH:17]=1)[CH2:5][C:6]1[CH:11]=[CH:10][CH:9]=[CH:8][C:7]=1[F:12] |f:2.3.4,5.6|. Reactants: C(C)O (ethanol), 1281.36g, C(CC(=O)OCC)(=O)OCC (diethyl malonate), P(=O)(O)(O)[O-].[K+] (potassium dihydrogen phosphate), C(C)(C)(C)C1=C(C(=CC(=C1)C)C(C)(C)C)O (2,6-di-t-butyl-4-methylphenol), 174.48g, C(C(=C)C)(=O)OCCOCCOCCO (triethylene glycol monomethacrylate). Run at temperature 130 celsius. The product is 252.48g, C(C(=C)C)(=O)O.C(C)OC(C(=O)O)C(=O)O.C(COCCOCCO)O (triethylene glycol ethoxymalonate methacrylate). Yield: 95.0%. As a reaction SMILES: [C:1]([O:9]CC)(=[O:8])[CH2:2][C:3]([O:5]CC)=[O:4].P([O-])(O)(O)=O.[K+].C([C:22]1C=C(C)C=C(C(C)(C)C)[C:23]=1[OH:33])(C)(C)C.[C:34]([O:39][CH2:40][CH2:41][O:42][CH2:43][CH2:44][O:45][CH2:46][CH2:47][OH:48])(=[O:38])[C:35]([CH3:37])=[CH2:36].C(O)C>>[C:34]([OH:39])(=[O:38])[C:35]([CH3:37])=[CH2:36].[CH2:23]([O:33][CH:2]([C:3]([OH:5])=[O:4])[C:1]([OH:9])=[O:8])[CH3:22].[CH2:40]([OH:39])[CH2:41][O:42][CH2:43][CH2:44][O:45][CH2:46][CH2:47][OH:48] |f:1.2,6.7.8|. Reported procedure: The same flask as used in Example 1 was charged with a mixture of 1281.36g (8.0 mol) of diethyl malonate, 4.58g (34 mmol) of potassium dihydrogen phosphate, and 1.95g (0.9 mmol) of 2,6-di-t-butyl-4-methylphenol. After raising the inner teperature to 130° C., 174.48g (0.8 mol) of triethylene glycol monomethacrylate (MA-30 sold by Nippon Nyukazai Co., Ltd.) was added dropwise over 1 hour. After the addition, the mixture was heated at 130° C. for 4 hours. 32.21g (0.7 mol) of ethanol was recovered d... The reactants are CC(C)(C)OC(=O)NC1CCC(C(=O)O)C1, C1CCOC1, O. Yields the product CC(C)(C)OC(=O)NC1CCC(CO)C1. Reaction SMILES: [C:1]([CH3:2])([CH3:3])([CH3:4])[O:5][C:6](=[O:7])[NH:8][CH:9]1[CH2:10][CH:11]([C:14](=[O:15])[OH:16])[CH2:12][CH2:13]1.[CH2:18]1[O:19][CH2:20][CH2:21][CH2:22]1.[OH2:17]>>[C:1]([CH3:2])([CH3:3])([CH3:4])[O:5][C:6](=[O:7])[NH:8][CH:9]1[CH2:10][CH:11]([CH2:14][OH:15])[CH2:12][CH2:13]1. Reactants: Cl.N1(N=NC=C1)CC(=O)O (2-(1H-1,2,3-triazol-1-yl)acetic acid hydrochloride), FC1=CC=C(OC2=CC=C(C=C2)NC(=O)[C@H]2NC[C@@H](C2)CC2=CC=C(C=C2)C)C=C1 ((2S,4R)—N-(4-(4-fluorophenoxy)phenyl)-4-(4-methylbenzyl)pyrrolidine-2-carboxamide). Yields the product Compound 3, N1(N=NC=C1)CC(=O)C1[C@@H](C[C@H](N1)C(=O)NC1=CC=C(C=C1)OC1=CC=C(C=C1)F)CC1=CC=C(C=C1)C ((2S,4R)-5-(2-(1H-1,2,3-triazol-1-yl)acetyl)-N-(4-(4-fluorophenoxy)phenyl)-4-(4-methylbenzyl)pyrrolidine-2-carboxamide). As a reaction SMILES: Cl.[N:2]1([CH2:7][C:8]([OH:10])=O)[CH:6]=[CH:5][N:4]=[N:3]1.[F:11][C:12]1[CH:40]=[CH:39][C:15]([O:16][C:17]2[CH:22]=[CH:21][C:20]([NH:23][C:24]([C@@H:26]3[CH2:30][C@@H:29]([CH2:31][C:32]4[CH:37]=[CH:36][C:35]([CH3:38])=[CH:34][CH:33]=4)[CH2:28][NH:27]3)=[O:25])=[CH:19][CH:18]=2)=[CH:14][CH:13]=1>>[N:2]1([CH2:7][C:8]([CH:28]2[NH:27][C@H:26]([C:24]([NH:23][C:20]3[CH:19]=[CH:18][C:17]([O:16][C:15]4[CH:39]=[CH:40][C:12]([F:11])=[CH:13][CH:14]=4)=[CH:22][CH:21]=3)=[O:25])[CH2:30][C@H:29]2[CH2:31][C:32]2[CH:33]=[CH:34][C:35]([CH3:38])=[CH:36][CH:37]=2)=[O:10])[CH:6]=[CH:5][N:4]=[N:3]1 |f:0.1|. Reported procedure: Proceeding as in Example 1, but substituting 2-(1H-1,2,3-triazol-1-yl)acetic acid hydrochloride and (2S,4R)—N-(4-(4-fluorophenoxy)phenyl)-4-(4-methylbenzyl)pyrrolidine-2-carboxamide, gave Compound 3, (2S,4R)-5-(2-(1H-1,2,3-triazol-1-yl)acetyl)-N-(4-(4-fluorophenoxy)phenyl)-4-(4-methylbenzyl)pyrrolidine-2-carboxamide. 1H-NMR (400 MHz, CDCl3): σ 8.96 (br s, 1H), 7.77 (s, 1H), 7.74 (s, 1H), 7.42 (m, 2H), 7.13 (d, 2H), 7.08 (d, 2H), 7.03-6.98 (m, 2H), 6.94-6.87 (m, 4H), 5.27 (d, 1H), 5.13 (d, 1H), 4...